This data is from the Open Reaction Database (ORD), a public repository of structured organic reaction records. The task is: describe an organic reaction: reactants, conditions, products, and yield The reactants are BrC1=NC=CC(=C1)C1(N=C(C2=C(C=CC=C12)F)N)C1=CC(=NC=C1)C(F)F (1-(2-Bromopyridin-4-yl)-1-(2-(difluoromethyl)pyridin-4-yl)-4-fluoro-1H-isoindol-3-amine), N1=CN=CC(=C1)B(O)O (5-pyrimidinylboronic acid), C([O-])([O-])=O.[Cs+].[Cs+] (cesium carbonate). Reagents/catalysts: C1=CC=C(C=C1)P([C-]2C=CC=C2)C3=CC=CC=C3.C1=CC=C(C=C1)P([C-]2C=CC=C2)C3=CC=CC=C3.Cl[Pd]Cl.[Fe+2] ([1,1′-bis (diphenylphosphino)ferrocene]palladium(II) chloride). Run in COCCOC.CCO.O (DME EtOH water). Reaction conditions: temperature 150 celsius. Yields the product FC(C1=NC=CC(=C1)C1(N=C(C2=C(C=CC=C12)F)N)C1=CC(=NC=C1)C=1C=NC=NC1)F (1-(2-(Difluoromethyl)pyridin-4-yl)-4-fluoro-1-(2-(pyrimidin-5-yl)pyridin-4-yl)-1H-isoindol-3-amine). Isolated yield 39.6%. As a reaction SMILES: Br[C:2]1[CH:7]=[C:6]([C:8]2([C:19]3[CH:24]=[CH:23][N:22]=[C:21]([CH:25]([F:27])[F:26])[CH:20]=3)[C:16]3[C:11](=[C:12]([F:17])[CH:13]=[CH:14][CH:15]=3)[C:10]([NH2:18])=[N:9]2)[CH:5]=[CH:4][N:3]=1.[N:28]1[CH:33]=[C:32](B(O)O)[CH:31]=[N:30][CH:29]=1.C(=O)([O-])[O-].[Cs+].[Cs+]>C1C=CC(P(C2C=CC=CC=2)[C-]2C=CC=C2)=CC=1.C1C=CC(P(C2C=CC=CC=2)[C-]2C=CC=C2)=CC=1.Cl[Pd]Cl.[Fe+2].COCCOC.CCO.O>[F:26][CH:25]([F:27])[C:21]1[CH:20]=[C:19]([C:8]2([C:6]3[CH:5]=[CH:4][N:3]=[C:2]([C:32]4[CH:33]=[N:28][CH:29]=[N:30][CH:31]=4)[CH:7]=3)[C:16]3[C:11](=[C:12]([F:17])[CH:13]=[CH:14][CH:15]=3)[C:10]([NH2:18])=[N:9]2)[CH:24]=[CH:23][N:22]=1 |f:2.3.4,5.6.7.8,9.10.11|. Reported procedure: 1-(2-Bromopyridin-4-yl)-1-(2-(difluoromethyl)pyridin-4-yl)-4-fluoro-1H-isoindol-3-amine (64 mg, 0.15 mmol), 5-pyrimidinylboronic acid (23.80 mg, 0.19 mmol), [1,1′-bis (diphenylphosphino)ferrocene]palladium(II) chloride (6.03 mg, 7.39 μmol), cesium carbonate (0.035 mL, 0.44 mmol) and DME:EtOH:water (6:3:1) (3.00 mL) were put in a microwave vial and heated at 150° C. in a microwave reactor for 20 min. The reaction mixture was filtered through a syringe filter and purified by prep-HPLC. The desired...